describe an organic reaction: reactants, conditions, products, and yield From a dataset of the Open Reaction Database (ORD), a public repository of structured organic reaction records. The reactants are C(#N)C1=C(C2=CC=C(C=C2)CNC(CCCC)=N)C=CC=C1 (N-[(2'-cyanobiphen-4-yl)-methyl]valeramidine), C(C)OC=C(C(=O)OCC)C(=O)OCC (diethyl ethoxymethylenemalonate), CO (methanol). Solvent: CN(C)C=O (DMF). Yields the product C(CCC)C1=NC=C(C(N1CC1=CC=C(C=C1)C1=C(C=CC=C1)C#N)=O)C(=O)OCC (2-n-Butyl-3-(2'-cyanobiphen-4-yl)methyl-5-ethoxycarbonylpyrimidin-4(3H)-one), initial adduct. RXN SMILES: [C:1]([C:3]1[CH:22]=[CH:21][CH:20]=[CH:19][C:4]=1[C:5]1[CH:10]=[CH:9][C:8]([CH2:11][NH:12][C:13](=[NH:18])[CH2:14][CH2:15][CH2:16][CH3:17])=[CH:7][CH:6]=1)#[N:2].C([O:25][CH:26]=[C:27]([C:33](OCC)=O)[C:28]([O:30][CH2:31][CH3:32])=[O:29])C.CO>CN(C=O)C>[CH2:14]([C:13]1[N:12]([CH2:11][C:8]2[CH:9]=[CH:10][C:5]([C:4]3[CH:19]=[CH:20][CH:21]=[CH:22][C:3]=3[C:1]#[N:2])=[CH:6][CH:7]=2)[C:26](=[O:25])[C:27]([C:28]([O:30][CH2:31][CH3:32])=[O:29])=[CH:33][N:18]=1)[CH2:15][CH2:16][CH3:17]. Procedure details: The title compound is prepared by stirring one equivalent of N-[(2'-cyanobiphen-4-yl)-methyl]valeramidine with diethyl ethoxymethylenemalonate (Aldrich) in a suitable solvent such as methanol or DMF. After the initial adduct is formed, one equivalent of base such as sodium methoxide is added then the material is stirred for an additional period of time, possibly with heating. Standard workup procedures appropriate to the chosen reaction solvent should be followed. The reactants are C(C)(C)(C)O[C@H](C(=O)O)C1=C(C2=CC=C(C=C2C=C1C)C1=CC=NC=C1)C1=CC=C(C=C1)Cl ((S)-2-tert-butoxy-2-(1-(4-chlorophenyl)-3-methyl-6-(pyridin-4-yl)naphthalen-2-yl)acetic acid), N1=CC=C(C=C1)B(O)O (pyridin-4-ylboronic acid). The product is C(C)(C)(C)O[C@H](C(=O)O)C1=C(C2=CC=C(C=C2C=C1C)C1=CC=NN1)C1=CC=C(C=C1)Cl ((S)-2-tert-butoxy-2-(1-(4-chlorophenyl)-3-methyl-6-(1H-pyrazol-5-yl)naphthalen-2-yl)acetic acid). As a reaction SMILES: [C:1]([O:5][C@@H:6]([C:10]1[C:19]([CH3:20])=[CH:18][C:17]2[C:12](=[CH:13][CH:14]=[C:15]([C:21]3[CH:26]=[CH:25][N:24]=CC=3)[CH:16]=2)[C:11]=1[C:27]1[CH:32]=[CH:31][C:30]([Cl:33])=[CH:29][CH:28]=1)[C:7]([OH:9])=[O:8])([CH3:4])([CH3:3])[CH3:2].[N:34]1C=CC(B(O)O)=CC=1>>[C:1]([O:5][C@@H:6]([C:10]1[C:19]([CH3:20])=[CH:18][C:17]2[C:12](=[CH:13][CH:14]=[C:15]([C:21]3[NH:34][N:24]=[CH:25][CH:26]=3)[CH:16]=2)[C:11]=1[C:27]1[CH:32]=[CH:31][C:30]([Cl:33])=[CH:29][CH:28]=1)[C:7]([OH:9])=[O:8])([CH3:4])([CH3:2])[CH3:3]. Procedure: (S)-2-tert-butoxy-2-(1-(4-chlorophenyl)-3-methyl-6-(1H-pyrazol-5-yl)naphthalen-2-yl)acetic acid (56) was prepared in a similar fashion to compound 53 of Example 51 with the substitution of 1H-pyrazol-5-ylboronic acid for pyridin-4-ylboronic acid in step 5. The title compound (0.004 g) was isolated as an amorphous white powder. LCMS-ESI− (m/z): [2M−H]− calcd for C52H49Cl2N4O6: 895.30; found: 895.45. 1H-NMR: 400 MHz, (CD3CN) δ: 8.23 (br s, 1H); 7.93 (d, J=9.6 Hz, 1H); 7.79 (s, 1H); 7.68 (s, 1H); 7...